This data is from the Open Reaction Database (ORD), a public repository of structured organic reaction records. The task is: describe an organic reaction: reactants, conditions, products, and yield The reactants are Cc1ccccc1, CO, ClCCl, CC(C)(C)OC(=O)c1ccc(-c2cc(F)cc(F)c2)nc1. The product is O=C(O)c1ccc(-c2cc(F)cc(F)c2)nc1. Reaction SMILES: [CH3:22][c:23]1[cH:24][cH:25][cH:26][cH:27][cH:28]1.[CH3:29][OH:30].[Cl:31][CH2:32][Cl:33].[F:1][c:2]1[cH:3][c:4](-[c:9]2[n:10][cH:11][c:12]([C:13](=[O:14])[O:15][C:16]([CH3:17])([CH3:18])[CH3:19])[cH:20][cH:21]2)[cH:5][c:6]([F:8])[cH:7]1>>[F:1][c:2]1[cH:3][c:4](-[c:9]2[n:10][cH:11][c:12]([C:13](=[O:14])[OH:15])[cH:20][cH:21]2)[cH:5][c:6]([F:8])[cH:7]1. Reactants: O=C1N(C(C2=CC=CC=C12)=O)C[C@H](C1=CC=CC=C1)NC(=O)C1=NOC2=C1CC(C=1C=NC(=NC21)NC2=C(C=C(C=C2)C(NC2CCN(CC2)C)=O)OC)(C)C (N-[(1S)-2-(1,3-dioxo-1,3-dihydro-2H-isoindol-2-yl)-1-phenylethyl]-8-({2-methoxy-4-[(1-methylpiperidin-4-yl)carbamoyl]phenyl}amino)-5,5-dimethyl-4,5-dihydroisoxazolo[4,5-h]quinazoline-3-carboxamide). The solvent is C1CCOC1 (THF), NN (hydrazine), O (water), O (H2O). Run at temperature 70 celsius. Product: N[C@H](CNC(=O)C1=NOC2=C1CC(C=1C=NC(=NC21)NC2=C(C=C(C=C2)C(NC2CCN(CC2)C)=O)OC)(C)C)C2=CC=CC=C2 (N-[(2S)-2-amino-2-phenylethyl]-8-({2-methoxy-4-[(1-methylpiperidin-4-yl)carbamoyl]phenyl}amino)-5,5-dimethyl-4,5-dihydroisoxazolo[4,5-h]quinazoline-3-carboxamide). As a reaction SMILES: O=C1C2C(=CC=CC=2)C(=O)[N:3]1[CH2:12][C@@H:13]([NH:20][C:21]([C:23]1[C:27]2[CH2:28][C:29]([CH3:56])([CH3:55])[C:30]3[CH:31]=[N:32][C:33]([NH:36][C:37]4[CH:42]=[CH:41][C:40]([C:43](=[O:52])[NH:44][CH:45]5[CH2:50][CH2:49][N:48]([CH3:51])[CH2:47][CH2:46]5)=[CH:39][C:38]=4[O:53][CH3:54])=[N:34][C:35]=3[C:26]=2[O:25][N:24]=1)=[O:22])C1C=CC=CC=1>C1COCC1.NN.O>[NH2:3][C@@H:12]([C:26]1[CH:35]=[CH:30][CH:29]=[CH:28][CH:27]=1)[CH2:13][NH:20][C:21]([C:23]1[C:27]2[CH2:28][C:29]([CH3:55])([CH3:56])[C:30]3[CH:31]=[N:32][C:33]([NH:36][C:37]4[CH:42]=[CH:41][C:40]([C:43](=[O:52])[NH:44][CH:45]5[CH2:50][CH2:49][N:48]([CH3:51])[CH2:47][CH2:46]5)=[CH:39][C:38]=4[O:53][CH3:54])=[N:34][C:35]=3[C:26]=2[O:25][N:24]=1)=[O:22]. Reported procedure: To a solution of N-[(1S)-2-(1,3-dioxo-1,3-dihydro-2H-isoindol-2-yl)-1-phenylethyl]-8-({2-methoxy-4-[(1-methylpiperidin-4-yl)carbamoyl]phenyl}amino)-5,5-dimethyl-4,5-dihydroisoxazolo[4,5-h]quinazoline-3-carboxamide (60 mg, 0.079 mmol) in THF (3 mL), 35% hydrazine in water (0.07 mL) was added and the reaction was warmed at 70° C. for 24 hours. The reaction was cooled at room temperature diluted with H2O (20 mL) and extracted with DCM (2×20 mL). The organic layers were dried over Na2SO4 and the sol... The reactants are S1C=NC2=C1C=C(C=C2)C=2C=C(C=C(C2OCC2CC2)Cl)C(C(=O)OCC)CC(C)C (ethyl 2-(3-(benzo[d]thiazol-6-yl)-5-chloro-4-(cyclopropylmethoxy)phenyl)-4-methylpentanoate), CO (methanol), O (water), O[Li].O (LiOH.H2O). The solvent is C1CCOC1 (THF). Run at time 2 hour. Yields the product S1C=NC2=C1C=C(C=C2)C=2C=C(C=C(C2OCC2CC2)Cl)C(C(=O)O)CC(C)C (2-(3-(benzo[d]thiazol-6-yl)-5-chloro-4-(cyclopropylmethoxy)phenyl)-4-methylpentanoic acid). Isolated yield 41.6%. As a reaction SMILES: [S:1]1[C:5]2[CH:6]=[C:7]([C:10]3[CH:11]=[C:12]([CH:22]([CH2:28][CH:29]([CH3:31])[CH3:30])[C:23]([O:25]CC)=[O:24])[CH:13]=[C:14]([Cl:21])[C:15]=3[O:16][CH2:17][CH:18]3[CH2:20][CH2:19]3)[CH:8]=[CH:9][C:4]=2[N:3]=[CH:2]1.CO.O.O[Li].O>C1COCC1>[S:1]1[C:5]2[CH:6]=[C:7]([C:10]3[CH:11]=[C:12]([CH:22]([CH2:28][CH:29]([CH3:31])[CH3:30])[C:23]([OH:25])=[O:24])[CH:13]=[C:14]([Cl:21])[C:15]=3[O:16][CH2:17][CH:18]3[CH2:19][CH2:20]3)[CH:8]=[CH:9][C:4]=2[N:3]=[CH:2]1 |f:3.4|. Reported procedure: To a stirred solution of ethyl 2-(3-(benzo[d]thiazol-6-yl)-5-chloro-4-(cyclopropylmethoxy)phenyl)-4-methylpentanoate (0.1 g, 0.218 mmol) in a mixture of THF (10 mL), methanol (10 mL) and water (5 mL) was added LiOH.H2O (45 mg, 1.090 mmol) at room temperature and the mixture was stirred at RT for 2 h. After complete consumption of starting material as monitored by TLC, the reaction mixture was diluted with water (10 mL) and acidified using 1 N HCl at 0° C. The aqueous layer was extracted with EtO... The reactants are CON=C(C)C1=CC=C(C=C1)I (1-(4-iodo-phenyl)-ethanone O-methyl-oxime), C(#N)[BH3-].[Na+] (Sodium cyano borohydride), [OH-].[Na+] (NaOH). The solvent is C(C)(=O)O (acetic acid). Reaction conditions: time 12 hour. The product is IC1=CC=C(C=C1)C(C)NOC (N-[1-(4-Iodo-phenyl)-ethyl]-O-methyl-hydroxylamine). Yield: 96.8%. As a reaction SMILES: [CH3:1][O:2][N:3]=[C:4]([C:6]1[CH:11]=[CH:10][C:9]([I:12])=[CH:8][CH:7]=1)[CH3:5].C([BH3-])#N.[Na+].[OH-].[Na+]>C(O)(=O)C>[I:12][C:9]1[CH:8]=[CH:7][C:6]([CH:4]([NH:3][O:2][CH3:1])[CH3:5])=[CH:11][CH:10]=1 |f:1.2,3.4|. Procedure: To a stirred solution of 1-(4-iodo-phenyl)-ethanone O-methyl-oxime (2.17 g, 7.83 mmol) in glacial acetic acid (22 ml), Sodium cyano borohydride (1.54 g, 24.39 mmole) was added portion wise at 15° C. and stirred for 12 hours at ambient temperature. Acetic acid was removed by distillation. The resulting reaction mass was basified with 10% aq. NaOH solution at 10-15° C. Aqueous layer was extracted with EtOAc (3×30 ml). The combined organic layer was washed with brine (2×30 ml) and dried over sodium... Reactants: Nc1ccc(Br)cc1N, COc1ccc(CNc2ncnc3c2ccn3C2CC(CN(C)C3CC(CCC(=O)O)C3)C3OC(C)(C)OC32)c(OC)c1, CN(C)C=O, CCN(C(C)C)C(C)C. Product: COc1ccc(CNc2ncnc3c2ccn3C2CC(CN(C)C3CC(CCC(=O)Nc4ccc(Br)cc4N)C3)C3OC(C)(C)OC32)c(OC)c1. RXN SMILES: [Br:53][c:54]1[cH:55][c:56]([NH2:61])[c:57]([NH2:60])[cH:58][cH:59]1.[CH3:1][O:2][c:3]1[c:4]([CH2:5][NH:6][c:7]2[c:8]3[c:9]([n:10][cH:11][n:12]2)[n:13]([CH:16]2[CH2:17][CH:18]([CH2:26][N:27]([CH:28]4[CH2:29][CH:30]([CH2:32][CH2:33][C:34](=[O:35])[OH:36])[CH2:31]4)[CH3:37])[CH:19]4[CH:20]2[O:21][C:22]([CH3:24])([CH3:25])[O:23]4)[cH:14][cH:15]3)[cH:38][cH:39][c:40]([O:42][CH3:43])[cH:41]1.[CH3:62][N:63]([CH3:64])[CH:65]=[O:66].[CH:44]([N:45]([CH2:46][CH3:47])[CH:48]([CH3:49])[CH3:50])([CH3:51])[CH3:52]>>[CH3:1][O:2][c:3]1[c:4]([CH2:5][NH:6][c:7]2[c:8]3[c:9]([n:10][cH:11][n:12]2)[n:13]([CH:16]2[CH2:17][CH:18]([CH2:26][N:27]([CH:28]4[CH2:29][CH:30]([CH2:32][CH2:33][C:34](=[O:35])[NH:60][c:57]5[c:56]([NH2:61])[cH:55][c:54]([Br:53])[cH:59][cH:58]5)[CH2:31]4)[CH3:37])[CH:19]4[CH:20]2[O:21][C:22]([CH3:24])([CH3:25])[O:23]4)[cH:14][cH:15]3)[cH:38][cH:39][c:40]([O:42][CH3:43])[cH:41]1.